From a dataset of the Open Reaction Database (ORD), a public repository of structured organic reaction records. describe an organic reaction: reactants, conditions, products, and yield The reactants are C(C1=CC=CC=C1)OCCC1=CC=C(C=C1)N1C=NN=C1 (4-[4-(2-benzyloxyethyl)phenyl]-4H-[1,2,4]triazole), [H][H] (hydrogen). The reagents and catalysts are [OH-].[OH-].[Pd+2] (palladium hydroxide on carbon). The solvent is C(C)(=O)O (acetic acid). The product is N=1N=CN(C1)C1=CC=C(C=C1)CCO (2-(4-[1,2,4]triazol-4-yl-phenyl)ethanol). Isolated yield 91.6%. As a reaction SMILES: C([O:8][CH2:9][CH2:10][C:11]1[CH:16]=[CH:15][C:14]([N:17]2[CH:21]=[N:20][N:19]=[CH:18]2)=[CH:13][CH:12]=1)C1C=CC=CC=1.[H][H]>[OH-].[OH-].[Pd+2].C(O)(=O)C>[N:19]1[N:20]=[CH:21][N:17]([C:14]2[CH:13]=[CH:12][C:11]([CH2:10][CH2:9][OH:8])=[CH:16][CH:15]=2)[CH:18]=1 |f:2.3.4|. Reported procedure: To a stirred solution of 4-[4-(2-benzyloxyethyl)phenyl]-4H-[1,2,4]triazole (0.237 g in 20 mL methanol) was added 183 mg of 10% palladium hydroxide on carbon catalyst followed by 0.20 mL acetic acid. The reaction flask was fitted with a hydrogen balloon, evacuated and recharged with hydrogen (3 times) and stirred at room temperature. After 11 hours the reaction was flushed with nitrogen, filtered over diatomaceous earth and concentrated in vacuo. Purification by flash chromatography (methylene ch... Reactants: CC1(C)OCC(C=O)O1, CC(C)N1CC(c2ccc3c(c2)OCCc2sc(-c4ncnn4C(C)C)nc2-3)C1, CCN(C(C)C)C(C)C. Product: CC(C)n1ncnc1-c1nc2c(s1)CCOc1cc(C3CN(CC4COC(C)(C)O4)C3)ccc1-2. RXN SMILES: [CH3:30][C:31]1([CH3:38])[O:32][CH2:33][CH:34]([CH:36]=[O:37])[O:35]1.[CH:1]([CH3:2])([CH3:3])[N:4]1[CH2:5][CH:6]([c:8]2[cH:9][c:10]3[c:11]([cH:28][cH:29]2)-[c:12]2[n:13][c:14](-[c:20]4[n:21]([CH:25]([CH3:26])[CH3:27])[n:22][cH:23][n:24]4)[s:15][c:16]2[CH2:17][CH2:18][O:19]3)[CH2:7]1.[CH:39]([N:40]([CH:41]([CH3:42])[CH3:43])[CH2:44][CH3:45])([CH3:46])[CH3:47]>>[N:4]1([CH2:36][CH:34]2[CH2:33][O:32][C:31]([CH3:30])([CH3:38])[O:35]2)[CH2:5][CH:6]([c:8]2[cH:9][c:10]3[c:11]([cH:28][cH:29]2)-[c:12]2[n:13][c:14](-[c:20]4[n:21]([CH:25]([CH3:26])[CH3:27])[n:22][cH:23][n:24]4)[s:15][c:16]2[CH2:17][CH2:18][O:19]3)[CH2:7]1. Reactants: CC(=O)[O-], O=S(=O)(Nc1cc(-c2ccc3ncc(Cl)nc3c2)cnc1Cl)c1ccc(F)cc1, [K+], O, OB(O)c1ccncc1. Yields the product O=S(=O)(Nc1cc(-c2ccc3ncc(-c4ccncc4)nc3c2)cnc1Cl)c1ccc(F)cc1. Reaction SMILES: [CH3:40][C:41](=[O:42])[O-:43].[Cl:1][c:2]1[n:3][cH:4][c:5](-[c:19]2[cH:20][c:21]3[n:22][c:23]([Cl:29])[cH:24][n:25][c:26]3[cH:27][cH:28]2)[cH:6][c:7]1[NH:8][S:9](=[O:10])(=[O:11])[c:12]1[cH:13][cH:14][c:15]([F:18])[cH:16][cH:17]1.[K+:39].[OH2:44].[n:30]1[cH:31][cH:32][c:33]([B:36]([OH:37])[OH:38])[cH:34][cH:35]1>>[Cl:1][c:2]1[n:3][cH:4][c:5](-[c:19]2[cH:20][c:21]3[n:22][c:23](-[c:33]4[cH:32][cH:31][n:30][cH:35][cH:34]4)[cH:24][n:25][c:26]3[cH:27][cH:28]2)[cH:6][c:7]1[NH:8][S:9](=[O:10])(=[O:11])[c:12]1[cH:13][cH:14][c:15]([F:18])[cH:16][cH:17]1. Reactants: C(#N)[BH3-].[Na+] (sodium cyanoborohydride), ClC=1C=C(C2=C(N(C(N2C)=O)COCC[Si](C)(C)C)C1)C(C)OCC1(CCN(CC1)C(=O)OC(C)(C)C)C1=CC=C(C=C1)F (tert-Butyl 4-((1-(6-chloro-3-methyl-2-oxo-1-((2-(trimethylsilyl)ethoxy)methyl)-2,3-dihydro-1H-benzo[d]imidazol-4-yl)ethoxy)methyl)-4-(4-fluorophenyl)piperidine-1-carboxylate), FC(C(=O)O)(F)F (trifluoroacetic acid), C(C)(=O)O (acetic acid). Conditions: time 1 hour. Product: FC(C(=O)O)(F)F.ClC1=CC2=C(N(C(N2)=O)C)C(=C1)C(C)OCC1(CCN(CC1)C)C1=CC=C(C=C1)F (5-Chloro-7-(1-((4-(4-fluorophenyl)-1-methylpiperidin-4-yl)methoxy)ethyl)-1-methyl-1H-benzo[d]imidazol-2(3H)-one trifluoroacetic acid salt). Reaction SMILES: [Cl:1][C:2]1[CH:3]=[C:4]([CH:21]([O:23][CH2:24][C:25]2([C:38]3[CH:43]=[CH:42][C:41]([F:44])=[CH:40][CH:39]=3)[CH2:30][CH2:29][N:28]([C:31](OC(C)(C)C)=O)[CH2:27][CH2:26]2)[CH3:22])[C:5]2[N:9]([CH3:10])[C:8](=[O:11])[N:7](COCC[Si](C)(C)C)[C:6]=2[CH:20]=1.C([BH3-])#N.[Na+].C(O)(=O)C.[F:53][C:54]([F:59])([F:58])[C:55]([OH:57])=[O:56]>>[F:53][C:54]([F:59])([F:58])[C:55]([OH:57])=[O:56].[Cl:1][C:2]1[CH:3]=[C:4]([CH:21]([O:23][CH2:24][C:25]2([C:38]3[CH:39]=[CH:40][C:41]([F:44])=[CH:42][CH:43]=3)[CH2:26][CH2:27][N:28]([CH3:31])[CH2:29][CH2:30]2)[CH3:22])[C:5]2[N:9]([CH3:10])[C:8](=[O:11])[NH:7][C:6]=2[CH:20]=1 |f:1.2,5.6|. Procedure details: tert-Butyl 4-((1-(6-chloro-3-methyl-2-oxo-1-((2-(trimethylsilyl)ethoxy)methyl)-2,3-dihydro-1H-benzo[d]imidazol-4-yl)ethoxy)methyl)-4-(4-fluorophenyl)piperidine-1-carboxylate (26 mg, 0.040 mmol) was dissolved in trifluoroacetic acid (40% in dichloromethane, 1 mL) and stirred at room temperature for 1 h. The reaction was concentrated and loaded onto a strong cation exchange cartridge in methanol. The cartridge was flushed with several volumes of methanol which were discarded. The crude piperidine ... Starting materials: BrCC1=CC=C(CO)C=C1 (4-(bromomethyl)benzylalcohol), C(C)(C)N(C(C)C)CC (N,N-diisopropylethyl amine), [Si](C)(C)(C(C)(C)C)Cl (t-butyldimethylsilyl chloride). The reagents and catalysts are CN(C1=CC=NC=C1)C (4-dimethylaminopyridine). Solvent: C(Cl)Cl (CH2Cl2). Run at time 1.5 hour. Product: BrCC1=CC=C(C=C1)CO[Si](C)(C)C(C)(C)C (4-(bromomethyl)-t-butyldimethylsilyloxymethylbenzene). Yield: 71.0%. Reaction SMILES: [Br:1][CH2:2][C:3]1[CH:10]=[CH:9][C:6]([CH2:7][OH:8])=[CH:5][CH:4]=1.C(N(CC)C(C)C)(C)C.[Si:20](Cl)([C:23]([CH3:26])([CH3:25])[CH3:24])([CH3:22])[CH3:21]>C(Cl)Cl.CN(C)C1C=CN=CC=1>[Br:1][CH2:2][C:3]1[CH:10]=[CH:9][C:6]([CH2:7][O:8][Si:20]([C:23]([CH3:26])([CH3:25])[CH3:24])([CH3:22])[CH3:21])=[CH:5][CH:4]=1. Procedure details: To a solution of the product of Example 4 Step A, (4.44 g, 22.1 mmol) in CH2Cl2 was added N,N-diisopropylethyl amine (1.2 eq.) and 4-dimethylaminopyridine (0.1 eq.), and t-butyldimethylsilyl chloride (1.2 eq.). The mixture was stirred for 1.5 hours at room temperature, then concentrated in vacuo. The residue was dissolved in ethyl acetate and washed with water, brine, dried (MgSO4), filtered, and concentrated in vacuo. The residue was chromatographed on silica (ethyl acetate/hexanes (2.5/97.5)) ... Starting materials: ClC1=C(C=C2C(N(C(C2=C1)=O)CCCN(C)C)=O)S(=O)(=O)N (6-Chloro-2-[3-(dimethylamino)propyl]-2,3-dihydro-1,3-dioxo-1H-isoindole-5-sulfonamide), ClC=1C=C2C(C(=O)NC2=O)=CC1S(N)(=O)=O (4-chloro-5-sulfamoylphthalimide), CN(CCCN)C (3-(dimethylamino)propylamine). Yields the product O=C1NC(C2=CC=CC=C12)=O (1,3-dioxoisoindole). Isolated yield 95.0%. Reaction SMILES: Cl[C:2]1[CH:10]=[C:9]2[C:5]([C:6](=[O:18])[N:7](CCCN(C)C)[C:8]2=[O:11])=[CH:4][C:3]=1S(N)(=O)=O.ClC1C=C2C(=O)NC(=O)C2=CC=1S(=O)(=O)N.CN(C)CCCN>>[O:18]=[C:6]1[C:5]2[C:9](=[CH:10][CH:2]=[CH:3][CH:4]=2)[C:8](=[O:11])[NH:7]1. Procedure details: 6-Chloro-2-[3-(dimethylamino)propyl]-2,3-dihydro-1,3-dioxo-1H-isoindole-5-sulfonamide. Reaction of a mixture 4-chloro-5-sulfamoylphthalimide and 3-(dimethylamino)propylamine according to the procedure of Example 1(a) afforded a 95% yield of the 1,3-dioxoisoindole intermediate. Crystallization of this material from dimethylformamide-ethanol provided analytically pure 6-chloro-2-[3-(dimethylamino)propyl]-2,3-dihydro-1,3-dioxo-1H-isoindole-5-sulfonamide, m.p. 192°-194°. The product is C(C)(=O)N1CCC2=CC=C(C=C12)N(S(=O)(=O)\C=C\C1=CC=CC=C1)C1CCN(CC1)CC1=CC=CC=C1 (trans-2-Phenyl-ethenesulfonic acid(1-acetyl-2,3-dihydro-1H-indol-6-yl)-(1-benzyl-piperidin-4-yl)-amide). The reactants are C(C1=CC=CC=C1)N1CCC(CC1)NC1=CC=C2CCN(C2=C1)C(C)=O (1-[6-(1-benzyl-piperidin-4-ylamino)-2,3-dihydro-indol-1-yl]-ethanone), C1(=CC=CC=C1)C=CS(=O)(=O)Cl (2-phenyl-ethenesulfonyl chloride), TEA. Solvent: C(Cl)Cl (CH2Cl2). Reaction conditions: time 20 hour. Yield: 92.3%. Reaction SMILES: [CH2:1]([N:8]1[CH2:13][CH2:12][CH:11]([NH:14][C:15]2[CH:23]=[C:22]3[C:18]([CH2:19][CH2:20][N:21]3[C:24](=[O:26])[CH3:25])=[CH:17][CH:16]=2)[CH2:10][CH2:9]1)[C:2]1[CH:7]=[CH:6][CH:5]=[CH:4][CH:3]=1.[C:27]1([CH:33]=[CH:34][S:35](Cl)(=[O:37])=[O:36])[CH:32]=[CH:31][CH:30]=[CH:29][CH:28]=1>C(Cl)Cl>[C:24]([N:21]1[C:22]2[C:18](=[CH:17][CH:16]=[C:15]([N:14]([CH:11]3[CH2:12][CH2:13][N:8]([CH2:1][C:2]4[CH:3]=[CH:4][CH:5]=[CH:6][CH:7]=4)[CH2:9][CH2:10]3)[S:35](/[CH:34]=[CH:33]/[C:27]3[CH:32]=[CH:31][CH:30]=[CH:29][CH:28]=3)(=[O:37])=[O:36])[CH:23]=2)[CH2:19][CH2:20]1)(=[O:26])[CH3:25]. Reported procedure: A mixture of 1-[6-(1-benzyl-piperidin-4-ylamino)-2,3-dihydro-indol-1-yl]-ethanone (0.10 g, 0.29 mmol), 2-phenyl-ethenesulfonyl chloride (87 mg, 0.43 mmol), and TEA (0.08 mL, 0.57 mmol) in CH2Cl2 (5 mL) was stirred at rt for 20 h. The reaction mixture was concentrated, and the residue was purified on silica gel (60-70% EtOAc/hexanes) to afford the title compound (138 mg, 92%). 1H NMR (500 MHz, CDCl3): 8.12 (s, 1H), 7.50-7.48 (m, 2H), 7.43 (s, 1H), 7.41-7.39 (m, 3H), 7.25 (d, J=6.8 Hz, 2H), 7.20 (...